This data is from the Open Reaction Database (ORD), a public repository of structured organic reaction records. The task is: describe an organic reaction: reactants, conditions, products, and yield The reactants are ClCCl, CC(=O)OC(C)=O, Nc1cccnc1N. Product: CC(=O)Nc1cccnc1N. As a reaction SMILES: [CH2:16]([Cl:17])[Cl:18].[CH3:9][C:10](=[O:11])[O:12][C:13](=[O:14])[CH3:15].[NH2:1][c:2]1[n:3][cH:4][cH:5][cH:6][c:7]1[NH2:8]>>[NH2:1][c:2]1[n:3][cH:4][cH:5][cH:6][c:7]1[NH:8][C:10]([CH3:9])=[O:11]. Reactants: CC1=NC2=CC3=C(C(=C2C(N1OC(C(C)(C)C)=O)=O)C)C(CC3)NC=3C=CC(=NC3)C(=O)OC (methyl 5-[-((6RS)-2-methyl-4-oxo-3-pivaloyloxy-methyl-3,4,7,8-tetrahydro-6H-cyclopenta[g]quinazolin-6-yl)amino]-pyridine-2-carboxylate), C(#N)[BH3-].[Na+] (Sodium cyanoborohydride), C=O (formaldehyde), C(C)(=O)O (acetic acid). The solvent is O (water). Run at time 30 minute. Product: CN(C1CCC2=C1C(=C1C(N(C(=NC1=C2)C)OC(C(C)(C)C)=O)=O)C)C=2C=CC(=NC2)C(=O)OC (Methyl 5-[N-methyl-N-((6RS)-2-methyl-4-oxo-3-pivaloyloxy-methyl-3,4,7,8-tetrahydro-6H-cyclopenta[g]quinazolin-6-yl)-amino]pyridine-2-carboxylate). As a reaction SMILES: [CH3:1][C:2]1[N:11]([O:12][C:13](=[O:18])[C:14]([CH3:17])([CH3:16])[CH3:15])[C:10](=[O:19])[C:9]2[C:4](=[CH:5][C:6]3[CH2:23][CH2:22][CH:21]([NH:24][C:25]4[CH:26]=[CH:27][C:28]([C:31]([O:33][CH3:34])=[O:32])=[N:29][CH:30]=4)[C:7]=3[C:8]=2[CH3:20])[N:3]=1.C=O.[C:37](O)(=O)C.C([BH3-])#N.[Na+]>O>[CH3:37][N:24]([C:25]1[CH:26]=[CH:27][C:28]([C:31]([O:33][CH3:34])=[O:32])=[N:29][CH:30]=1)[CH:21]1[C:7]2[C:8]([CH3:20])=[C:9]3[C:4](=[CH:5][C:6]=2[CH2:23][CH2:22]1)[N:3]=[C:2]([CH3:1])[N:11]([O:12][C:13](=[O:18])[C:14]([CH3:15])([CH3:16])[CH3:17])[C:10]3=[O:19] |f:3.4|. Procedure: A mixture of methyl 5-[-((6RS)-2-methyl-4-oxo-3-pivaloyloxy-methyl-3,4,7,8-tetrahydro-6H-cyclopenta[g]quinazolin-6-yl)amino]-pyridine-2-carboxylate (0.24 g), an aqueous solution of formaldehyde (37% weight/volume, 0.52 ml) and glacial acetic acid (5 ml) was stirred at ambient temperature for 30 minutes. Sodium cyanoborohydride (0.05 g) was added portionwise during 5 minutes and the mixture was stirred at ambient temperature for 30 minutes. The mixture was poured onto a mixture of ice and water (... Starting materials: C(C)C(CCCC\C=C(\C)/C=1C=C(OCC=2C=C(C(C(=O)OC)=CC2)C(=O)OC)C=CC1)(CC)O (dimethyl 4-(3-((Z)-7-ethyl-7-hydroxy-1-methylnon-1-enyl)phenoxymethyl]-phthalate), [BH4-].[Li+] (lithium borohydride). Product: OCC=1C=C(COC=2C=C(C=CC2)\C(=C/CCCCC(CC)(O)CC)\C)C=CC1CO ((Z)-9-[3-(3,4-bis-Hydroxymethylbenzyloxy)phenyl]-3-ethyldec-8-en-3-ol). RXN SMILES: [CH2:1]([C:3]([OH:35])([CH2:33][CH3:34])[CH2:4][CH2:5][CH2:6][CH2:7]/[CH:8]=[C:9](\[C:11]1[CH:12]=[C:13]([CH:30]=[CH:31][CH:32]=1)[O:14][CH2:15][C:16]1[CH:17]=[C:18]([C:26](OC)=[O:27])[C:19](=[CH:24][CH:25]=1)[C:20](OC)=[O:21])/[CH3:10])[CH3:2].[BH4-].[Li+]>>[OH:27][CH2:26][C:18]1[CH:17]=[C:16]([CH:25]=[CH:24][C:19]=1[CH2:20][OH:21])[CH2:15][O:14][C:13]1[CH:12]=[C:11](/[C:9](/[CH3:10])=[CH:8]\[CH2:7][CH2:6][CH2:5][CH2:4][C:3]([CH2:1][CH3:2])([OH:35])[CH2:33][CH3:34])[CH:32]=[CH:31][CH:30]=1 |f:1.2|. Procedure: In a manner similar to Example 53(e), by reacting 1.21 g (2.58 mmol) of dimethyl 4-(3-((Z)-7-ethyl-7-hydroxy-1-methylnon-1-enyl)phenoxymethyl]-phthalate (prepared in a manner similar to Example 73(a)) with 170 mg (7.76 mmol) of lithium borohydride, a colourless oil is obtained (m=865 mg; Y=81%). Reactants: CS(=O)(=O)Cl, CC(O)C(O)(c1ccccc1)c1ccccc1. Product: CC(OS(C)(=O)=O)C(O)(c1ccccc1)c1ccccc1. As a reaction SMILES: [S:18](=[O:19])(=[O:20])([CH3:21])[Cl:22].[c:1]1([C:7]([CH:8]([CH3:9])[OH:10])([OH:11])[c:12]2[cH:13][cH:14][cH:15][cH:16][cH:17]2)[cH:2][cH:3][cH:4][cH:5][cH:6]1>>[c:1]1([C:7]([CH:8]([CH3:9])[O:10][S:18](=[O:19])(=[O:20])[CH3:21])([OH:11])[c:12]2[cH:13][cH:14][cH:15][cH:16][cH:17]2)[cH:2][cH:3][cH:4][cH:5][cH:6]1.